Dataset: the Open Reaction Database (ORD), a public repository of structured organic reaction records. Task: describe an organic reaction: reactants, conditions, products, and yield The reactants are ClC1=NC=CC=C1C1=NC(=NC=C1F)NC ([4-(2-Chloro-pyridin-3-yl)-5-fluoro-pyrimidin-2-yl]-methyl-amine), NC=1C=C(C(=O)NC2=CC(=CC=C2)C(C)C)C=CC1C (3-amino-N-(3-isopropyl-phenyl)-4-methyl-benzamide), C=1C=CC(=CC1)P(C=2C=CC=CC2)C3=CC=C4C=CC=CC4=C3C5=C6C=CC=CC6=CC=C5P(C=7C=CC=CC7)C=8C=CC=CC8 (rac-BINAP), C(=O)([O-])[O-].[K+].[K+] (K2CO3). The reagents and catalysts are CC(=O)[O-].CC(=O)[O-].[Pd+2] (Pd(OAc)2). Run in C1(=CC=CC=C1)C (toluene), O (water). The product is FC=1C(=NC(=NC1)NC)C=1C(=NC=CC1)NC=1C=C(C(=O)NC2=CC(=CC=C2)C(C)C)C=CC1C (3-((3-(5-Fluoro-2-(methylamino)-4-pyrimidinyl)-2-pyridinyl)amino)-4-methyl-N-(3-(1-methylethyl)phenyl)benzamide). Reaction SMILES: Cl[C:2]1[C:7]([C:8]2[C:13]([F:14])=[CH:12][N:11]=[C:10]([NH:15][CH3:16])[N:9]=2)=[CH:6][CH:5]=[CH:4][N:3]=1.[NH2:17][C:18]1[CH:19]=[C:20]([CH:33]=[CH:34][C:35]=1[CH3:36])[C:21]([NH:23][C:24]1[CH:29]=[CH:28][CH:27]=[C:26]([CH:30]([CH3:32])[CH3:31])[CH:25]=1)=[O:22].C1C=CC(P(C2C(C3C(P(C4C=CC=CC=4)C4C=CC=CC=4)=CC=C4C=3C=CC=C4)=C3C(C=CC=C3)=CC=2)C2C=CC=CC=2)=CC=1.C([O-])([O-])=O.[K+].[K+]>C1(C)C=CC=CC=1.O.CC([O-])=O.CC([O-])=O.[Pd+2]>[F:14][C:13]1[C:8]([C:7]2[C:2]([NH:17][C:18]3[CH:19]=[C:20]([CH:33]=[CH:34][C:35]=3[CH3:36])[C:21]([NH:23][C:24]3[CH:29]=[CH:28][CH:27]=[C:26]([CH:30]([CH3:32])[CH3:31])[CH:25]=3)=[O:22])=[N:3][CH:4]=[CH:5][CH:6]=2)=[N:9][C:10]([NH:15][CH3:16])=[N:11][CH:12]=1 |f:3.4.5,8.9.10|. Reported procedure: [4-(2-Chloro-pyridin-3-yl)-5-fluoro-pyrimidin-2-yl]-methyl-amine (62 mg, 0.26 mmol), 3-amino-N-(3-isopropyl-phenyl)-4-methyl-benzamide (84 mg, 0.31 mmol), Pd(OAc)2 (6 mg, 0.03 mmol), rac-BINAP (16 mg, 0.03 mmol) and K2CO3 (719 mg, 5.2 mmol) in toluene (3.0 mL) were reacted overnight at 130° C. The reaction was diluted with water and extracted with EtOAc. The organic layer was dried over anhydrous Na2SO4, filter, concentrated and purified by reverse-phase HPLC (Gilson, acidic mobile phase) yieldi... Starting materials: BrC1=C(C=O)C=C(C(=C1)C)OCC (2-bromo-5-ethoxy-4-methylbenzaldehyde), C1(CCCCC1)P(C1=C(C=CC=C1)C1=C(C=CC=C1OC)OC)C1CCCCC1 (2-dicyclohexylphosphino-2′,6′-dimethoxy-1,1′-biphenyl), [O-]P(=O)([O-])[O-].[K+].[K+].[K+] (K3PO4), FC1=C(C=CC(=C1F)F)B(O)O ((2,3,4-trifluorophenyl)boronic acid). Reagents/catalysts: C(C)(=O)[O-].[Pd+2].C(C)(=O)[O-] (palladium (II) acetate). Run in C1CCOC1 (THF). Run at temperature 70 celsius, time 16 hour. Yields the product C(C)OC=1C=C(C(=CC1C)C1=C(C(=C(C=C1)F)F)F)C=O (4-ethoxy-2′,3′,4′-trifluoro-5-methylbiphenyl-2-carbaldehyde). The yield is 66.1%. RXN SMILES: Br[C:2]1[CH:9]=[C:8]([CH3:10])[C:7]([O:11][CH2:12][CH3:13])=[CH:6][C:3]=1[CH:4]=[O:5].C1(P(C2CCCCC2)C2C=CC=CC=2C2C(OC)=CC=CC=2OC)CCCCC1.[O-]P([O-])([O-])=O.[K+].[K+].[K+].[F:51][C:52]1[C:57]([F:58])=[C:56]([F:59])[CH:55]=[CH:54][C:53]=1B(O)O>C1COCC1.C([O-])(=O)C.[Pd+2].C([O-])(=O)C>[CH2:12]([O:11][C:7]1[CH:6]=[C:3]([CH:4]=[O:5])[C:2]([C:55]2[CH:54]=[CH:53][C:52]([F:51])=[C:57]([F:58])[C:56]=2[F:59])=[CH:9][C:8]=1[CH3:10])[CH3:13] |f:2.3.4.5,8.9.10|. Procedure: To a degassed solution of 2-bromo-5-ethoxy-4-methylbenzaldehyde (300 mg, 1.31 mmol), 2-dicyclohexylphosphino-2′,6′-dimethoxy-1,1′-biphenyl (53.8 mg, 0.131 mmol; S-Phos ligand) palladium (II) acetate (14.7 mg, 0.065 mmol) in THF (8 mL) were added K3PO4 (834 mg, 3.93 mmol) and (2,3,4-trifluorophenyl)boronic acid (276, 1.57 mmol). The reaction mixture was stirred at 70° C. under a N2 atmosphere for 16 hours, cooled to room temperature and filtered and the filtrate was concentrated by evaporation un... The reactants are CCOC(C)=O, O=C(NCCO)OCc1ccccc1, CCCCCC, CCOCC, ClCCl, O=[Cr](=O)([O-])Cl, c1cc[nH+]cc1. Product: O=CCNC(=O)OCc1ccccc1. Reaction SMILES: [C:32]([O:33][CH2:34][CH3:35])(=[O:36])[CH3:37].[CH2:12]([c:13]1[cH:14][cH:15][cH:16][cH:17][cH:18]1)[O:19][C:20](=[O:21])[NH:22][CH2:23][CH2:24][OH:25].[CH3:26][CH2:27][CH2:28][CH2:29][CH2:30][CH3:31].[CH3:41][CH2:42][O:43][CH2:44][CH3:45].[Cl:38][CH2:39][Cl:40].[O:1]=[Cr:2]([Cl:3])([O-:4])=[O:5].[nH+:6]1[cH:7][cH:8][cH:9][cH:10][cH:11]1>>[CH2:12]([c:13]1[cH:14][cH:15][cH:16][cH:17][cH:18]1)[O:19][C:20](=[O:21])[NH:22][CH2:23][CH:24]=[O:25]. Reactants: O=C([O-])[O-], CCN(CC)C(=O)c1ccccc1NC(C)(C)C, CI, [K+], [K+], CN(C)C=O. Yields the product CCN(CC)C(=O)c1ccccc1N(C)C(C)(C)C. As a reaction SMILES: [C:19](=[O:20])([O-:21])[O-:22].[CH2:1]([CH3:2])[N:3]([C:4]([c:5]1[c:6]([NH:11][C:12]([CH3:13])([CH3:14])[CH3:15])[cH:7][cH:8][cH:9][cH:10]1)=[O:16])[CH2:17][CH3:18].[CH3:25][I:26].[K+:23].[K+:24].[O:27]=[CH:28][N:29]([CH3:30])[CH3:31]>>[CH2:1]([CH3:2])[N:3]([C:4]([c:5]1[c:6]([N:11]([C:12]([CH3:13])([CH3:14])[CH3:15])[CH3:19])[cH:7][cH:8][cH:9][cH:10]1)=[O:16])[CH2:17][CH3:18]. The reactants are [OH-].[Na+] (NaOH), O (water), ClC1=CC=C(CCNC(=O)C2=CC=C(OC3=C(C=C(C=C3)CC(=O)OCC)C)C=C2)C=C1 (Ethyl 2-(4-(4-((4-chlorophenethyl)carbamoyl)phenoxy)-3-methylphenyl)acetate). Solvent: C(C)(=O)OCC (ethyl acetate), Cl (HCl), O1CCOCC1 (dioxane). Reaction conditions: time 3 hour. The product is ClC1=CC=C(CCNC(=O)C2=CC=C(OC3=C(C=C(C=C3)CC(=O)O)C)C=C2)C=C1 (2-(4-(4-((4-chlorophenethyl)carbamoyl)phenoxy)-3-methylphenyl)acetic acid). Yield: 85.2%. As a reaction SMILES: [Cl:1][C:2]1[CH:32]=[CH:31][C:5]([CH2:6][CH2:7][NH:8][C:9]([C:11]2[CH:30]=[CH:29][C:14]([O:15][C:16]3[CH:21]=[CH:20][C:19]([CH2:22][C:23]([O:25]CC)=[O:24])=[CH:18][C:17]=3[CH3:28])=[CH:13][CH:12]=2)=[O:10])=[CH:4][CH:3]=1.[OH-].[Na+].O>O1CCOCC1.C(OCC)(=O)C.Cl>[Cl:1][C:2]1[CH:3]=[CH:4][C:5]([CH2:6][CH2:7][NH:8][C:9]([C:11]2[CH:12]=[CH:13][C:14]([O:15][C:16]3[CH:21]=[CH:20][C:19]([CH2:22][C:23]([OH:25])=[O:24])=[CH:18][C:17]=3[CH3:28])=[CH:29][CH:30]=2)=[O:10])=[CH:31][CH:32]=1 |f:1.2|. Procedure details: Ethyl 2-(4-(4-((4-chlorophenethyl)carbamoyl)phenoxy)-3-methylphenyl)acetate (20 mg, 0.0443 mmol) was diluted with dioxane (500 μL) followed by the addition of NaOH (0.0885 ml, 0.443 mmol) and 200 μL of water. After stirring for 3 hours, the reaction was diluted with ethyl acetate and 2N HCl. The layers were separated and the organic layer was dried over MgSO4, filtered and concentrated to yield 2-(4-(4-((4-chlorophenethyl)carbamoyl)phenoxy)-3-methylphenyl)acetic acid (16.0 mg, 85.3% yield). 1H N... Reactants: [Br-], C1CCOC1, COCc1nc(-c2ccccc2)sc1C(=O)N(C)OC, C[Mg+]. Product: COCc1nc(-c2ccccc2)sc1C(C)=O. RXN SMILES: [Br-:21].[CH2:24]1[O:25][CH2:26][CH2:27][CH2:28]1.[CH3:1][O:2][N:3]([C:4](=[O:5])[c:6]1[c:7]([CH2:17][O:18][CH3:19])[n:8][c:9](-[c:11]2[cH:12][cH:13][cH:14][cH:15][cH:16]2)[s:10]1)[CH3:20].[CH3:22][Mg+:23]>>[C:4](=[O:5])([c:6]1[c:7]([CH2:17][O:18][CH3:19])[n:8][c:9](-[c:11]2[cH:12][cH:13][cH:14][cH:15][cH:16]2)[s:10]1)[CH3:22]. Starting materials: O (Water), C([O-])([O-])=O.[K+].[K+] (potassium carbonate), C1(=CC=CC=C1)CCCCCBr (5-phenylpentylbromide), C(C)(C)(C)OC(NC(CCC1=CC(=C(C=C1)O)C(F)(F)F)(CO)CO)=O ([3-(4-hydroxy-3-trifluoromethylphenyl)-1,1-bis(hydroxymethyl)propyl]carbamic acid t-butyl ester). Run in CN(C=O)C (N,N-dimethylformamide). Reaction conditions: temperature 80 celsius, time 6 hour. The product is C(C)(C)(C)OC(NC(CCC1=CC(=C(C=C1)OCCCCCC1=CC=CC=C1)C(F)(F)F)(CO)CO)=O ({1,1-bis(hydroxymethyl)-3-[4-(5-phenylpentyloxy)-3-trifluoromethylphenyl]propyl}carbamic acid t-butyl ester). Isolated yield 106.4%. RXN SMILES: [C:1]([O:5][C:6](=[O:26])[NH:7][C:8]([CH2:24][OH:25])([CH2:22][OH:23])[CH2:9][CH2:10][C:11]1[CH:16]=[CH:15][C:14]([OH:17])=[C:13]([C:18]([F:21])([F:20])[F:19])[CH:12]=1)([CH3:4])([CH3:3])[CH3:2].C(=O)([O-])[O-].[K+].[K+].[C:33]1([CH2:39][CH2:40][CH2:41][CH2:42][CH2:43]Br)[CH:38]=[CH:37][CH:36]=[CH:35][CH:34]=1.O>CN(C)C=O>[C:1]([O:5][C:6](=[O:26])[NH:7][C:8]([CH2:22][OH:23])([CH2:24][OH:25])[CH2:9][CH2:10][C:11]1[CH:16]=[CH:15][C:14]([O:17][CH2:43][CH2:42][CH2:41][CH2:40][CH2:39][C:33]2[CH:38]=[CH:37][CH:36]=[CH:35][CH:34]=2)=[C:13]([C:18]([F:20])([F:19])[F:21])[CH:12]=1)([CH3:4])([CH3:2])[CH3:3] |f:1.2.3|. Procedure details: Compound 3-6 (380 mg) was dissolved in N,N-dimethylformamide (10 ml), potassium carbonate (277 mg) and 5-phenylpentylbromide (281 mg) were added, and the mixture was stirred at 80° C. for 6 hr. Water was added to the reaction mixture, and the mixture was extracted with ethyl acetate, washed with water and saturated brine, and dried over anhydrous magnesium sulfate. The solvent was evaporated under reduced pressure to give the object product (560 mg) as a colorless oil. Starting materials: C1(CCCCC1)O (cyclohexanol), C(C)OC(CN1C(C2=CC=C(C=C2C1=O)O)=O)=O ((5-hydroxy-1,3-dioxo-1,3-dihydro-isoindol-2-yl)-acetic acid ethyl ester), C1(=CC=CC=C1)P(C1=CC=CC=C1)C1=CC=CC=C1 (triphenyl phosphine). The solvent is O1CCCC1 (tetrahydrofuran). Run at time 8 hour. The product is C(C)OC(CN1C(C2=CC=C(C=C2C1=O)OC1CCCCC1)=O)=O ((5-Cyclohexyloxy-1,3-dioxo-1,3-dihydro-isoindol-2-yl)-acetic acid ethyl ester). The yield is 58.6%. As a reaction SMILES: [CH2:1]([O:3][C:4](=[O:18])[CH2:5][N:6]1[C:14](=[O:15])[C:13]2[C:8](=[CH:9][CH:10]=[C:11]([OH:16])[CH:12]=2)[C:7]1=[O:17])[CH3:2].[CH:19]1(O)[CH2:24][CH2:23][CH2:22][CH2:21][CH2:20]1.C1(P(C2C=CC=CC=2)C2C=CC=CC=2)C=CC=CC=1>O1CCCC1>[CH2:1]([O:3][C:4](=[O:18])[CH2:5][N:6]1[C:14](=[O:15])[C:13]2[C:8](=[CH:9][CH:10]=[C:11]([O:16][CH:19]3[CH2:24][CH2:23][CH2:22][CH2:21][CH2:20]3)[CH:12]=2)[C:7]1=[O:17])[CH3:2]. Procedure details: To a mixture of (5-hydroxy-1,3-dioxo-1,3-dihydro-isoindol-2-yl)-acetic acid ethyl ester (8.0 g) in anhydrous tetrahydrofuran (160 ml) was added cyclohexanol (3.2 g), diethylazadicarboxylate (6.9 g) and then triphenyl phosphine (12.6 g). Resulting mixture was stirred at room temperature overnight and concentrated. Residue was partitioned between water and ethyl acetate. Aqueous layer was extracted with ethyl acetate. Combined organic layers were washed with brine, dried over magnesium sulfate and... Reactants: BrC1=CN=C2N1C=C(C(=C2OCC(C)C)C#N)C2=C(C=C(C=C2)Cl)Cl (3-bromo-6-(2,4-dichloro-phenyl)-8-isobutoxy-imidazo[1,2-a]pyridine-7-carbonitrile), FC1=NC=CC(=C1)B(O)O (2-fluoro-4-pyridine-boronic acid), C(=O)([O-])[O-].[Na+].[Na+] (Na2CO3). The reagents and catalysts are Cl[Pd]([P](C1=CC=CC=C1)(C2=CC=CC=C2)C3=CC=CC=C3)([P](C4=CC=CC=C4)(C5=CC=CC=C5)C6=CC=CC=C6)Cl (PdCl2(PPh3)2). Solvent: COCCOC (DME), CCOC(=O)C (AcOEt). Run at temperature 150 celsius. Yields the product ClC1=C(C=CC(=C1)Cl)C=1C(=C(C=2N(C1)C(=CN2)C2=CC(=NC=C2)F)OCC(C)C)C#N (6-(2,4-Dichloro-phenyl)-3-(2-fluoro-pyridin-4-yl)-8-isobutoxy-imidazo[1,2-a]pyridine-7-carbonitrile). Yield: 40.0%. RXN SMILES: Br[C:2]1[N:6]2[CH:7]=[C:8]([C:18]3[CH:23]=[CH:22][C:21]([Cl:24])=[CH:20][C:19]=3[Cl:25])[C:9]([C:16]#[N:17])=[C:10]([O:11][CH2:12][CH:13]([CH3:15])[CH3:14])[C:5]2=[N:4][CH:3]=1.[F:26][C:27]1[CH:32]=[C:31](B(O)O)[CH:30]=[CH:29][N:28]=1.C([O-])([O-])=O.[Na+].[Na+]>COCCOC.CCOC(C)=O.Cl[Pd](Cl)([P](C1C=CC=CC=1)(C1C=CC=CC=1)C1C=CC=CC=1)[P](C1C=CC=CC=1)(C1C=CC=CC=1)C1C=CC=CC=1>[Cl:25][C:19]1[CH:20]=[C:21]([Cl:24])[CH:22]=[CH:23][C:18]=1[C:8]1[C:9]([C:16]#[N:17])=[C:10]([O:11][CH2:12][CH:13]([CH3:15])[CH3:14])[C:5]2[N:6]([C:2]([C:31]3[CH:30]=[CH:29][N:28]=[C:27]([F:26])[CH:32]=3)=[CH:3][N:4]=2)[CH:7]=1 |f:2.3.4,^1:56,75|. Procedure: In a sealed tube, a mixture of 3-bromo-6-(2,4-dichloro-phenyl)-8-isobutoxy-imidazo[1,2-a]pyridine-7-carbonitrile (115 mg, 0.25 mmol, prepared according to Example 35, Step 20.2), 2-fluoro-4-pyridine-boronic acid (45.3 mg, 0.32 mmol), PdCl2(PPh3)2 (9.6 mg, 0.014 mmol) and Na2CO3 (2.0 M solution in water, 0.43 mL) in DME (1 mL) was heated at 150° C. for 25 min in a microwave oven. The reaction mixture was cooled to RT, diluted in AcOEt (20 mL) and washed with water (2×10 mL). The organic layer was...